From a dataset of the Open Reaction Database (ORD), a public repository of structured organic reaction records. describe an organic reaction: reactants, conditions, products, and yield Reactants: COc1cccc(C(=O)N(c2ccc(C)cc2)C2CCNCC2)c1, C1CCC2OC2C1. The product is COc1cccc(C(=O)N(c2ccc(C)cc2)C2CCN(C3CCCCC3O)CC2)c1. As a reaction SMILES: [CH3:1][O:2][c:3]1[cH:4][c:5]([C:6](=[O:7])[N:8]([c:9]2[cH:10][cH:11][c:12]([CH3:15])[cH:13][cH:14]2)[CH:16]2[CH2:17][CH2:18][NH:19][CH2:20][CH2:21]2)[cH:22][cH:23][cH:24]1.[CH:25]12[CH:26]([CH2:27][CH2:28][CH2:29][CH2:30]1)[O:31]2>>[CH3:1][O:2][c:3]1[cH:4][c:5]([C:6](=[O:7])[N:8]([c:9]2[cH:10][cH:11][c:12]([CH3:15])[cH:13][cH:14]2)[CH:16]2[CH2:17][CH2:18][N:19]([CH:25]3[CH:26]([OH:31])[CH2:27][CH2:28][CH2:29][CH2:30]3)[CH2:20][CH2:21]2)[cH:22][cH:23][cH:24]1. Run in O1CCCC1 (tetrahydrofuran). The product is C(#N)C1=CC=C(C=C1)N1C(N(CC1)CCO)=O (1-(4-Cyano-phenyl)-3-(2-hydroxy-ethyl)-imidazolidin-2-one). Procedure details: 0.71 g of lithium borohydride were added in batches to a solution of 8.8 g of 1-(4-cyano-phenyl)-3-(ethoxycarbonylmethyl)-imidazolidin-2-one in 500 ml of tetrahydrofuran with stirring at ambient temperature. The mixture was stirred for 1 hour at ambient temperature and for 2 hours at 60° C., then after cooling in an ice bath 16.5 ml of 2N hydrochloric acid were added and the resulting mixture was evaporated down in vacuo. The residue was digested with 50 ml of methanol, the methanol phase was ev... RXN SMILES: [BH4-].[Li+].[C:3]([C:5]1[CH:10]=[CH:9][C:8]([N:11]2[CH2:15][CH2:14][N:13]([CH2:16][C:17](OCC)=[O:18])[C:12]2=[O:22])=[CH:7][CH:6]=1)#[N:4].Cl>O1CCCC1>[C:3]([C:5]1[CH:6]=[CH:7][C:8]([N:11]2[CH2:15][CH2:14][N:13]([CH2:16][CH2:17][OH:18])[C:12]2=[O:22])=[CH:9][CH:10]=1)#[N:4] |f:0.1|. The reactants are [BH4-].[Li+] (lithium borohydride), C(#N)C1=CC=C(C=C1)N1C(N(CC1)CC(=O)OCC)=O (1-(4-cyano-phenyl)-3-(ethoxycarbonylmethyl)-imidazolidin-2-one), Cl (hydrochloric acid). Starting materials: BrC1=CC=C(C=C1)SCC (1-Bromo-4-(ethylthio)benzene), [Mg] (magnesium), C1CO1 (ethylene oxide), [Cl-].[NH4+] (ammonium chloride). Run in C1CCOC1 (THF), C1CCOC1 (THF). Run at time 30 minute. The product is C(C)SC1=CC=C(C=C1)CCO (4-(Ethylthio)benzeneethanol). The yield is 16.0%. RXN SMILES: Br[C:2]1[CH:7]=[CH:6][C:5]([S:8][CH2:9][CH3:10])=[CH:4][CH:3]=1.[Mg].[CH2:12]1[O:14][CH2:13]1.[Cl-].[NH4+]>C1COCC1>[CH2:9]([S:8][C:5]1[CH:6]=[CH:7][C:2]([CH2:12][CH2:13][OH:14])=[CH:3][CH:4]=1)[CH3:10] |f:3.4|. Procedure details: 1-Bromo-4-(ethylthio)benzene (16.0 g) in THF (80 ml) was added dropwise to magnesium (1.82 g) to maintain gentle reflux. The resulting cloudy solution was cooled to 0° and ethylene oxide (6.6 g) in THF (10 ml) was added dropwise. The mixture was stirred at room temperature for 30 min and at reflux for 1 h. Saturated aqueous ammonium chloride (200 ml) was added and the mixture was extracted with ER (2×200 ml). The dried extracted was evaporated and the residue was purified by [C] eluting with cyc... The reactants are CNC(NC1=CC=C(C=C1)CCOC1=CC=C(C=C2C(NC(S2)=O)=O)C=C1)=O (5-(4-[2-(4-methylureidophenyl)ethoxy]benzylidene)thiazolidine-2,4-dione), C(C)(=O)O (acetic acid). The reagents and catalysts are [Pd] (Pd/C). The solvent is CN(C=O)C (dimethylformamide). Product: CNC(NC1=CC=C(C=C1)CCOC1=CC=C(C=C1)CC1C(NC(S1)=O)=O)=O (5-([4-[2-(4-Methylureidophenyl)ethoxy]phenyl]methyl)thiazolidine-2,4-dione). The yield is 58.9%. As a reaction SMILES: [CH3:1][NH:2][C:3](=[O:28])[NH:4][C:5]1[CH:10]=[CH:9][C:8]([CH2:11][CH2:12][O:13][C:14]2[CH:27]=[CH:26][C:17]([CH:18]=[C:19]3[S:23][C:22](=[O:24])[NH:21][C:20]3=[O:25])=[CH:16][CH:15]=2)=[CH:7][CH:6]=1.C(O)(=O)C>CN(C)C=O.[Pd]>[CH3:1][NH:2][C:3](=[O:28])[NH:4][C:5]1[CH:6]=[CH:7][C:8]([CH2:11][CH2:12][O:13][C:14]2[CH:27]=[CH:26][C:17]([CH2:18][CH:19]3[S:23][C:22](=[O:24])[NH:21][C:20]3=[O:25])=[CH:16][CH:15]=2)=[CH:9][CH:10]=1. Procedure details: 1.2 g (3.02 mmole) 5-(4-[2-(4-methylureidophenyl)ethoxy]benzylidene)thiazolidine-2,4-dione was hydrogenated for 18 hours in 100 ml dimethylformamide and 10 ml acetic acid with 1 g Pd/C (10%) as catalyst. The catalyst was filtered off and the solvent was evaporated in vacuo. Ethyl acetate was added and the product was extracted with potassium carbonate in water. A black precipitate was filtered off and the ethyl acetate phase was extracted with more potassium carbonate solution. The water phase w... Reaction SMILES: [OH-].[K+].[CH2:3]([O:5][C:6](=[O:27])[C:7]([CH2:16][C:17]1[C:25]2[C:20](=[C:21]([Cl:26])[CH:22]=[CH:23][CH:24]=2)[NH:19][CH:18]=1)([NH:13][CH:14]=[O:15])[C:8]([O:10][CH2:11][CH3:12])=[O:9])[CH3:4].[CH3:28]I>CS(C)=O>[CH2:11]([O:10][C:8](=[O:9])[C:7]([CH2:16][C:17]1[C:25]2[C:20](=[C:21]([Cl:26])[CH:22]=[CH:23][CH:24]=2)[N:19]([CH3:28])[CH:18]=1)([NH:13][CH:14]=[O:15])[C:6]([O:5][CH2:3][CH3:4])=[O:27])[CH3:12] |f:0.1|. Conditions: time 4 hour. The yield is 75.4%. Reactants: [OH-].[K+] (KOH), C(C)OC(C(C(=O)OCC)(NC=O)CC1=CNC2=C(C=CC=C12)Cl)=O (2-(7-Chloro-1H-indol-3-ylmethyl)-2-formylamino-malonic acid diethyl ester), CI (MeI). Procedure: To a suspension of DMSO (5 mL) and KOH (229 mg, 4.1 mmol) was added 2-(7-Chloro-1H-indol-3-ylmethyl)-2-formylamino-malonic acid diethyl ester (500 mg, 1.4 mmol), followed by MeI (0.127 mL, 2 mmol) at 0° C. The reaction mixture was stirred for 4 hr. After the usual workup the product was purified by column chromatography on silica gel using 30% ethyl acetate-hexane to give 2-(7-Chloro-1-methyl-1H-indol-3-ylmethyl)-2-formylamino-malonic acid diethyl ester (402 mg, 77%): mp 83-87° C., 1H NMR (500 M... The product is C(C)OC(C(C(=O)OCC)(NC=O)CC1=CN(C2=C(C=CC=C12)Cl)C)=O (2-(7-Chloro-1-methyl-1H-indol-3-ylmethyl)-2-formylamino-malonic acid diethyl ester). The solvent is CS(=O)C (DMSO). Starting materials: NS(=O)(=O)C=1C=C(C=CC1C)[N+](=O)[O-] (3-aminosulfonyl-4-methylnitrobenzene). The reagents and catalysts are [Pd] (Pd/C). The solvent is ClCCl (dichloromethane), CO (methanol). Run at time 15 minute. The product is NS(=O)(=O)C=1C=C(N)C=CC1C (3-aminosulfonyl-4-methylaniline). As a reaction SMILES: [NH2:1][S:2]([C:5]1[CH:6]=[C:7]([N+:12]([O-])=O)[CH:8]=[CH:9][C:10]=1[CH3:11])(=[O:4])=[O:3]>ClCCl.CO.[Pd]>[NH2:1][S:2]([C:5]1[CH:6]=[C:7]([CH:8]=[CH:9][C:10]=1[CH3:11])[NH2:12])(=[O:3])=[O:4]. Reported procedure: To a solution of 3-aminosulfonyl-4-methylnitrobenzene in dichloromethane and methanol was added 10% Pd/C and the mixture shaken under a hydrogen atmosphere at 50 psi for 15 minutes. The mixture was filtered through diatomaceous earth and the filter cake was washed with methanol. The combined organic solvents were concentrated under reduced pressure to give crude product, which was further purified by flash column chromatography (ethyl acetate:hexanes 1:1) to give 3-aminosulfonyl-4-methylaniline,... Reactants: CC(C)(C)[Si](C)(C)OCCC(Br)c1ccccc1, O=[N+]([O-])c1n[nH]c(Br)n1, O=C([O-])[O-], CC#N, [I-], [K+], [K+], [Na+], O. The product is CC(C)(C)[Si](C)(C)OCCC(c1ccccc1)n1nc([N+](=O)[O-])nc1Br. RXN SMILES: [Br:1][CH:2]([CH2:3][CH2:4][O:5][Si:6]([CH3:7])([CH3:8])[C:9]([CH3:10])([CH3:11])[CH3:12])[c:13]1[cH:14][cH:15][cH:16][cH:17][cH:18]1.[Br:27][c:28]1[n:29][c:30]([N+:33](=[O:34])[O-:35])[n:31][nH:32]1.[C:21](=[O:22])([O-:23])[O-:24].[CH3:36][C:37]#[N:38].[I-:20].[K+:25].[K+:26].[Na+:19].[OH2:39]>>[CH:2]([CH2:3][CH2:4][O:5][Si:6]([CH3:7])([CH3:8])[C:9]([CH3:10])([CH3:11])[CH3:12])([c:13]1[cH:14][cH:15][cH:16][cH:17][cH:18]1)[n:32]1[c:28]([Br:27])[n:29][c:30]([N+:33](=[O:34])[O-:35])[n:31]1. The reactants are C([O-])([O-])=O.[K+].[K+] (potassium carbonate), C(C1=CC=CC=C1)OC=1C=C(C=NC1)C=1C=C2CCCN(C2=NC1)C(=O)NC(C1=CC=CC=C1)=O (N-[6-(5-benzyloxy-pyridin-3-yl)-3,4-dihydro-2H-[1,8]naphthyridine-1-carbonyl]-benzamide), resultant mixture. Run in CCO (EtOH). Product: C(C1=CC=CC=C1)OC=1C=C(C=NC1)C=1C=C2CCCN(C2=NC1)C(=O)N (6-(5-benzyloxy-pyridin-3-yl)-3,4-dihydro-2H-[1,8]naphthyridine-1-carboxylic acid amide). Isolated yield 40.1%. As a reaction SMILES: [CH2:1]([O:8][C:9]1[CH:10]=[C:11]([C:15]2[CH:16]=[C:17]3[C:22](=[N:23][CH:24]=2)[N:21]([C:25]([NH:27]C(=O)C2C=CC=CC=2)=[O:26])[CH2:20][CH2:19][CH2:18]3)[CH:12]=[N:13][CH:14]=1)[C:2]1[CH:7]=[CH:6][CH:5]=[CH:4][CH:3]=1.C(=O)([O-])[O-].[K+].[K+]>CCO>[CH2:1]([O:8][C:9]1[CH:10]=[C:11]([C:15]2[CH:16]=[C:17]3[C:22](=[N:23][CH:24]=2)[N:21]([C:25]([NH2:27])=[O:26])[CH2:20][CH2:19][CH2:18]3)[CH:12]=[N:13][CH:14]=1)[C:2]1[CH:7]=[CH:6][CH:5]=[CH:4][CH:3]=1 |f:1.2.3|. Procedure details: To a mixture of N-[6-(5-benzyloxy-pyridin-3-yl)-3,4-dihydro-2H-[1,8]naphthyridine-1-carbonyl]-benzamide (620 mg, 1.3 mmol) in EtOH (23 ml) is added potassium carbonate (276 mg, 2.0 mmol). The resultant mixture is heated at reflux for 15 min. After cooling to rt, the solid is removed by filtration and the filtrate is concentrated under vacuum. The residue is dissolved in DCM, washed with water and brine, and is dried (Na2SO4). The solvent is evaporated and the crude product is purified by silica ... Reactants: ClC=1C=CC=2N(N1)C(=NN2)[C@@H](C)OC=2C1=C(C=NC2N)C=CO1 (7-[(R)-1-(6-chloro-[1,2,4]triazolo[4,3-b]pyridazin-3-yl)-ethoxy]furo[3,2-c]pyridine-6-ylamine), CN1N=CC(=C1)B1OC(C(O1)(C)C)(C)C (1-methyl-4-(4,4,5,5-tetramethyl-1,3,2-dioxaborolan-2-yl)-1H-pyrazole), C([O-])([O-])=O.[K+].[K+] (potassium carbonate), O1CCOCC1 (dioxane). Reagents/catalysts: C=1C=CC(=CC1)[P](C=2C=CC=CC2)(C=3C=CC=CC3)[Pd]([P](C=4C=CC=CC4)(C=5C=CC=CC5)C=6C=CC=CC6)([P](C=7C=CC=CC7)(C=8C=CC=CC8)C=9C=CC=CC9)[P](C=1C=CC=CC1)(C=1C=CC=CC1)C=1C=CC=CC1 (Pd(PPh3)4). Run in O (water). Yields the product CN1N=CC(=C1)C=1C=CC=2N(N1)C(=NN2)[C@@H](C)OC=2C1=C(C=NC2N)C=CO1 (7-{(1R)-1-[6-(1-methyl-1H-pyrazol-4-yl) [1,2,4]triazolo[4,3-b]pyridazin-3-yl]ethoxy}furo[3,2-c]pyridin-6-amine). Reaction SMILES: Cl[C:2]1[CH:3]=[CH:4][C:5]2[N:6]([C:8]([C@H:11]([O:13][C:14]3[C:15]4[O:23][CH:22]=[CH:21][C:16]=4[CH:17]=[N:18][C:19]=3[NH2:20])[CH3:12])=[N:9][N:10]=2)[N:7]=1.[CH3:24][N:25]1[CH:29]=[C:28](B2OC(C)(C)C(C)(C)O2)[CH:27]=[N:26]1.C(=O)([O-])[O-].[K+].[K+].O1CCOCC1>C1C=CC([P]([Pd]([P](C2C=CC=CC=2)(C2C=CC=CC=2)C2C=CC=CC=2)([P](C2C=CC=CC=2)(C2C=CC=CC=2)C2C=CC=CC=2)[P](C2C=CC=CC=2)(C2C=CC=CC=2)C2C=CC=CC=2)(C2C=CC=CC=2)C2C=CC=CC=2)=CC=1.O>[CH3:24][N:25]1[CH:29]=[C:28]([C:2]2[CH:3]=[CH:4][C:5]3[N:6]([C:8]([C@H:11]([O:13][C:14]4[C:15]5[O:23][CH:22]=[CH:21][C:16]=5[CH:17]=[N:18][C:19]=4[NH2:20])[CH3:12])=[N:9][N:10]=3)[N:7]=2)[CH:27]=[N:26]1 |f:2.3.4,^1:54,56,75,94|. Reported procedure: A mixture of 7-[(R)-1-(6-chloro-[1,2,4]triazolo[4,3-b]pyridazin-3-yl)-ethoxy]furo[3,2-c]pyridine-6-ylamine (15.0 mg, 0.045 mmol), 1-methyl-4-(4,4,5,5-tetramethyl-1,3,2-dioxaborolan-2-yl)-1H-pyrazole (18.9 mg, 0.091 mmol), Pd(PPh3)4 (5 mg, 0.004 mmol), potassium carbonate (18.8 mg, 0.136 mmol) and 4:1 dioxane:water (2 mL) was heated in a microwave reactor at 100° C. for 30 min. The solution was loaded into a SCX cartridge, washed with MeOH and ejected with 2M NH3 in MeOH. The filtrate was concent... Reactants: CC1C(=O)c2ccccc2OC1c1ccccc1, CC(=O)O, Cl, [Zn]. Product: CC1Cc2ccccc2OC1c1ccccc1. As a reaction SMILES: [CH3:1][CH:2]1[CH:3]([c:13]2[cH:14][cH:15][cH:16][cH:17][cH:18]2)[O:4][c:5]2[cH:6][cH:7][cH:8][cH:9][c:10]2[C:11]1=[O:12].[CH3:20][C:21](=[O:22])[OH:23].[ClH:19].[Zn:24]>>[CH3:1][CH:2]1[CH:3]([c:13]2[cH:14][cH:15][cH:16][cH:17][cH:18]2)[O:4][c:5]2[cH:6][cH:7][cH:8][cH:9][c:10]2[CH2:11]1.